This data is from the Open Reaction Database (ORD), a public repository of structured organic reaction records. The task is: describe an organic reaction: reactants, conditions, products, and yield RXN SMILES: CC([Si](C1C=CC=CC=1)(C1C=CC=CC=1)[O:6][C@H:7]([CH2:13][P:14](/[CH:18]=[CH:19]/[C:20]1[C:21]([CH:37]([CH3:39])[CH3:38])=[N:22][C:23]2[C:28]([C:29]=1[C:30]1[CH:35]=[CH:34][C:33]([F:36])=[CH:32][CH:31]=1)=[CH:27][CH:26]=[CH:25][CH:24]=2)([O:16][CH3:17])=[O:15])[CH2:8][C:9]([O:11][CH3:12])=[O:10])(C)C.CC(O)=O.[F-].C([N+](CCCC)(CCCC)CCCC)CCC.C([O-])(O)=O.[Na+]>C1COCC1>[F:36][C:33]1[CH:32]=[CH:31][C:30]([C:29]2[C:28]3[C:23](=[CH:24][CH:25]=[CH:26][CH:27]=3)[N:22]=[C:21]([CH:37]([CH3:39])[CH3:38])[C:20]=2/[CH:19]=[CH:18]/[P:14]([O:16][CH3:17])([CH2:13][C@@H:7]([OH:6])[CH2:8][C:9]([O:11][CH3:12])=[O:10])=[O:15])=[CH:35][CH:34]=1 |f:2.3,4.5|. Reactants: CC(C)(C)[Si](O[C@@H](CC(=O)OC)CP(=O)(OC)\C=C\C=1C(=NC2=CC=CC=C2C1C1=CC=C(C=C1)F)C(C)C)(C1=CC=CC=C1)C1=CC=CC=C1 ((S,E)-3-[[(1,1-Dimethylethyl)diphenylsilyl]-oxy]-4-[[2-[4-(4-fluorophenyl)-2-(1-methylethyl)-3-quinolinyl]ethenyl]methoxyphosphinyl]butanoic acid, methyl ester), CC(=O)O (HOAc), [F-].C(CCC)[N+](CCCC)(CCCC)CCCC (tetra-n-butylammonium fluoride), C(=O)(O)[O-].[Na+] (NaHCO3). Procedure: A solution of (S,E)-3-[[(1,1-Dimethylethyl)diphenylsilyl]-oxy]-4-[[2-[4-(4-fluorophenyl)-2-(1-methylethyl)-3-quinolinyl]ethenyl]methoxyphosphinyl]butanoic acid, methyl ester (1.136 gm, 1.57 mmol) in THF (14 ml) was treated with HOAc (450 ul, 472 mg, 7.9 mmol) and tetra-n-butylammonium fluoride (1.0M in THF, 5.40 ml, 5.40 mmol). After stirring at room temperature for 18 hours, the solution was poured into saturated NaHCO3 and extracted with EtOAc. The EtOAc extract was washed with brine, dried (N... Yield: 93.0%. Conditions: time 18 hour. Solvent: C1CCOC1 (THF). Yields the product FC1=CC=C(C=C1)C1=C(C(=NC2=CC=CC=C12)C(C)C)/C=C/P(=O)(C[C@H](CC(=O)OC)O)OC ((S,E)-4-[[2-[4-(4-Fluorophenyl)-2-(1-methylethyl)-3-quinolinyl]-ethenyl]methoxyphosphinyl]-3-hydroxybutanoic acid, methyl ester). Starting materials: [Li]CCCC, CC(C)=O, CC(=O)O, O=C(Cl)OCc1ccccc1, [C-]#[N+]C1C(=O)N(C(C(=O)OC)=C(C)C)C1CC=C, C1CCOC1. The product is [C-]#[N+]C1(C(C)(C)OC(=O)OCc2ccccc2)C(=O)N(C(C(=O)OC)=C(C)C)C1CC=C. Reaction SMILES: [CH2:19]([Li:20])[CH2:21][CH2:22][CH3:23].[CH3:24][C:25]([CH3:26])=[O:27].[CH3:44][C:45](=[O:46])[OH:47].[Cl:28][C:29](=[O:30])[O:31][CH2:32][c:33]1[cH:34][cH:35][cH:36][cH:37][cH:38]1.[N+:1](#[C-:2])[CH:3]1[C:4](=[O:18])[N:5]([C:10]([C:11](=[O:12])[O:13][CH3:14])=[C:15]([CH3:16])[CH3:17])[CH:6]1[CH2:7][CH:8]=[CH2:9].[O:39]1[CH2:40][CH2:41][CH2:42][CH2:43]1>>[N+:1](#[C-:2])[C:3]1([C:25]([CH3:24])([CH3:26])[O:27][C:29](=[O:30])[O:31][CH2:32][c:33]2[cH:34][cH:35][cH:36][cH:37][cH:38]2)[C:4](=[O:18])[N:5]([C:10]([C:11](=[O:12])[O:13][CH3:14])=[C:15]([CH3:16])[CH3:17])[CH:6]1[CH2:7][CH:8]=[CH2:9]. Starting materials: solid, BrC1=CC(=CC=2C(=C3N(C12)CCNC3=O)C)F (6-bromo-8-fluoro-10-methyl-3,4-dihydro-2H-pyrazino[1,2-a]indol-1-one), BrC1=CC(=CC=2C(=C3N(C12)CCNC3=O)C)F (6-bromo-8-fluoro-10-methyl-3,4-dihydro-2H-pyrazino[1,2-a]indol-1-one), FC1=C(C=CC(=C1F)F)B(O)O (2,3,4-trifluorophenylboronic acid). The product is FC1=CC=2C(=C3N(C2C(=C1)C1=C(C(=C(C=C1)F)F)F)CCNC3=O)C (8-Fluoro-10-methyl-6-(2,3,4-trifluoro-phenyl)-3,4-dihydro-2H-pyrazino[1,2-a]indol-1-one). Reaction SMILES: Br[C:2]1[C:10]2[N:9]3[CH2:11][CH2:12][NH:13][C:14](=[O:15])[C:8]3=[C:7]([CH3:16])[C:6]=2[CH:5]=[C:4]([F:17])[CH:3]=1.[F:18][C:19]1[C:24]([F:25])=[C:23]([F:26])[CH:22]=[CH:21][C:20]=1B(O)O>>[F:17][C:4]1[CH:3]=[C:2]([C:22]2[CH:21]=[CH:20][C:19]([F:18])=[C:24]([F:25])[C:23]=2[F:26])[C:10]2[N:9]3[CH2:11][CH2:12][NH:13][C:14](=[O:15])[C:8]3=[C:7]([CH3:16])[C:6]=2[CH:5]=1. Procedure details: The title compound, white solid (21 mg, 24%), MS (ISP) m/z=349.5 [(M+H)+], mp 130° C., was prepared in accordance with the general method of example 1 from 6-bromo-8-fluoro-10-methyl-3,4-dihydro-2H-pyrazino[1,2-a]indol-1-one (intermediate 14) (74.3 mg, 0.25 mmol) and commercially available 2,3,4-trifluorophenylboronic acid (57.2 mg, 0.325 mmol). Starting materials: ClC=1C=C(COC=2C=C(C=CC2)[C@@H]2OC=3C(=CC=4C[C@H](N(CC4C3)[C@@H](CC)C3=CC=CC=C3)C(=O)O)OC2)C=CC1Cl ((3S,8S)-3-[3-(3,4-Dichloro-benzyloxy)-phenyl]-7-((S)-1-phenyl-propyl)-2,3,6,7,8,9-hexahydro-[1,4]dioxino[2,3-g]isoquinoline-8-carboxylic acid), CCN(C(C)C)C(C)C (DIEA), COC([C@H](CC1=CC=C(C=C1)OC1=C(C(=NC=C1)C)C)N)=O ((S)-2-amino-3-[4-(2,3-dimethyl-pyridin-4-yloxy)-phenyl]-propionic acid methyl ester), CCN=C=NCCCN(C)C.Cl (EDCl), C=1C=CC2=C(C1)N=NN2O (HOBT). Run in CO (MeOH), hexanes, CCOC(=O)C (EtOAc), CCOC(=O)C (EtOAc), hexanes, C(Cl)Cl (DCM). Run at temperature 0 celsius, time 5 minute. The product is ClC=1C=C(COC=2C=C(C=CC2)[C@@H]2OC=3C(=CC=4C[C@H](N(CC4C3)[C@@H](CC)C3=CC=CC=C3)C(=O)N[C@H](C(=O)O)CC3=CC=C(C=C3)OC3=C(C(=NC=C3)C)C)OC2)C=CC1Cl ((S)-2-{[(3S,8S)-3-[3-(3,4-Dichloro-benzyloxy)-phenyl]-7-((S)-1-phenyl-propyl)-2,3,6,7,8,9-hexahydro-[1,4]dioxino[2,3-g]isoquinoline-8-carbonyl]-amino}-3-[4-(2,3-dimethyl-pyridin-4-yloxy)-phenyl]-propionic acid). Yield: 49.9%. Reaction SMILES: [Cl:1][C:2]1[CH:3]=[C:4]([CH:39]=[CH:40][C:41]=1[Cl:42])[CH2:5][O:6][C:7]1[CH:8]=[C:9]([C@H:13]2[CH2:38][O:37][C:16]3=[CH:17][C:18]4[CH2:19][C@@H:20]([C:34](O)=[O:35])[N:21]([C@H:25]([C:28]5[CH:33]=[CH:32][CH:31]=[CH:30][CH:29]=5)[CH2:26][CH3:27])[CH2:22][C:23]=4[CH:24]=[C:15]3[O:14]2)[CH:10]=[CH:11][CH:12]=1.CCN=C=NCCCN(C)C.Cl.C1C=CC2N(O)N=NC=2C=1.C[O:66][C:67](=[O:86])[C@@H:68]([NH2:85])[CH2:69][C:70]1[CH:75]=[CH:74][C:73]([O:76][C:77]2[CH:82]=[CH:81][N:80]=[C:79]([CH3:83])[C:78]=2[CH3:84])=[CH:72][CH:71]=1.CCN(C(C)C)C(C)C>C(Cl)Cl.CCOC(C)=O.CO>[Cl:1][C:2]1[CH:3]=[C:4]([CH:39]=[CH:40][C:41]=1[Cl:42])[CH2:5][O:6][C:7]1[CH:8]=[C:9]([C@H:13]2[CH2:38][O:37][C:16]3=[CH:17][C:18]4[CH2:19][C@@H:20]([C:34]([NH:85][C@@H:68]([CH2:69][C:70]5[CH:75]=[CH:74][C:73]([O:76][C:77]6[CH:82]=[CH:81][N:80]=[C:79]([CH3:83])[C:78]=6[CH3:84])=[CH:72][CH:71]=5)[C:67]([OH:66])=[O:86])=[O:35])[N:21]([C@H:25]([C:28]5[CH:33]=[CH:32][CH:31]=[CH:30][CH:29]=5)[CH2:26][CH3:27])[CH2:22][C:23]=4[CH:24]=[C:15]3[O:14]2)[CH:10]=[CH:11][CH:12]=1 |f:1.2|. Procedure details: (3S,8S)-3-[3-(3,4-Dichloro-benzyloxy)-phenyl]-7-((S)-1-phenyl-propyl)-2,3,6,7,8,9-hexahydro-[1,4]dioxino[2,3-g]isoquinoline-8-carboxylic acid (25 mg), EDCl (10 mg), HOBT (8 mg) and (S)-2-amino-3-[4-(2,3-dimethyl-pyridin-4-yloxy)-phenyl]-propionic acid methyl ester (16 mg) were taken up in 1 mL of anhydrous DCM and stirred for 5 minutes. The reaction mixture was cooled to 0° C. and DIEA (21 mg) was added and reaction was stirred at room temperature for 2 hours. After the reaction was complete, th... Reactants: Cc1cc(Br)ccc1O, ClCCN1CCCC1, Cl, [K+], [K+], O=C([O-])[O-], CN(C)C=O. Product: Cc1cc(Br)ccc1OCCN1CCCC1. Reaction SMILES: [Br:1][c:2]1[cH:3][c:4]([CH3:9])[c:5]([OH:8])[cH:6][cH:7]1.[Cl:10][CH2:11][CH2:12][N:13]1[CH2:14][CH2:15][CH2:16][CH2:17]1.[ClH:18].[K+:19].[K+:20].[O-:21][C:22]([O-:23])=[O:24].[O:25]=[CH:26][N:27]([CH3:28])[CH3:29]>>[Br:1][c:2]1[cH:3][c:4]([CH3:9])[c:5]([O:8][CH2:11][CH2:12][N:13]2[CH2:14][CH2:15][CH2:16][CH2:17]2)[cH:6][cH:7]1. Reactants: CCOCC, CI, [H-], [Na+], CCCCCC(O)c1cccc(OCc2ccc3ccccc3n2)c1. Yields the product CCCCCC(OC)c1cccc(OCc2ccc3ccccc3n2)c1. Reaction SMILES: [CH2:30]([O:31][CH2:32][CH3:33])[CH3:34].[CH3:28][I:29].[H-:1].[Na+:2].[OH:3][CH:4]([CH2:5][CH2:6][CH2:7][CH2:8][CH3:9])[c:10]1[cH:11][c:12]([O:13][CH2:14][c:15]2[n:16][c:17]3[cH:18][cH:19][cH:20][cH:21][c:22]3[cH:23][cH:24]2)[cH:25][cH:26][cH:27]1>>[O:3]([CH:4]([CH2:5][CH2:6][CH2:7][CH2:8][CH3:9])[c:10]1[cH:11][c:12]([O:13][CH2:14][c:15]2[n:16][c:17]3[cH:18][cH:19][cH:20][cH:21][c:22]3[cH:23][cH:24]2)[cH:25][cH:26][cH:27]1)[CH3:28]. The reactants are solution, CNC (dimethylamine), C(C#C)(=O)N(C(OC(C)(C)C)=O)C1CC1 (tert-butyl propioloylcyclopropylcarbamate), C1CCOC1 (THF). Reaction conditions: time 4 hour. Product: CN(/C=C/C(=O)C1(CC1)NC(OC(C)(C)C)=O)C ((E)-tert-butyl 1-(3-(dimethylamino)acryloyl)cyclopropylcarbamate). Reaction SMILES: [CH3:1][NH:2][CH3:3].C([N:8]([CH:16]1[CH2:18][CH2:17]1)[C:9](=[O:15])[O:10][C:11]([CH3:14])([CH3:13])[CH3:12])(=O)C#C.[CH2:19]1C[O:22][CH2:21][CH2:20]1>>[CH3:1][N:2]([CH3:3])/[CH:19]=[CH:20]/[C:21]([C:16]1([NH:8][C:9](=[O:15])[O:10][C:11]([CH3:12])([CH3:13])[CH3:14])[CH2:17][CH2:18]1)=[O:22]. Procedure: A 2M solution of dimethylamine in THF (14.5 ml) and tert-butyl propioloylcyclopropylcarbamate (1.5 g, 7.17 mmol, 1.0 eq) was stirred at 0° C., and then the stirring continued at r.t. for 4 hr. TLC showed completion of the reaction. The reaction mixture was concentrated to yield the crude solid product which was then recrystalised in EtOAC/Pet ether to get the desired product as light yellow solid. Yield: 1.4 g (77.8%). 1H NMR (400 MHz, CDCl3): δ7.59 (d, J=12.4, 1H), 5.52 (d, J=10.8, 1H), 5.37 (d... Reactants: CN(C(=O)c1cc(C(F)(F)F)cc(C(F)(F)F)c1)C1CCNCC1c1ccc(Cl)c(Cl)c1, Cl, O=C(O)C1CCN(C(=O)c2ccccc2)CC1. Product: CN(C(=O)c1cc(C(F)(F)F)cc(C(F)(F)F)c1)C1CCN(C(=O)C2CCN(C(=O)c3ccccc3)CC2)CC1c1ccc(Cl)c(Cl)c1. Reaction SMILES: [Cl:2][c:3]1[cH:4][c:5]([CH:10]2[CH2:11][NH:12][CH2:13][CH2:14][CH:15]2[N:16]([C:17]([c:18]2[cH:19][c:20]([C:28]([F:29])([F:30])[F:31])[cH:21][c:22]([C:24]([F:25])([F:26])[F:27])[cH:23]2)=[O:32])[CH3:33])[cH:6][cH:7][c:8]1[Cl:9].[ClH:1].[c:34]1([C:40](=[O:41])[N:42]2[CH2:43][CH2:44][CH:45]([C:48](=[O:49])[OH:50])[CH2:46][CH2:47]2)[cH:35][cH:36][cH:37][cH:38][cH:39]1>>[Cl:2][c:3]1[cH:4][c:5]([CH:10]2[CH2:11][N:12]([C:48]([CH:45]3[CH2:44][CH2:43][N:42]([C:40]([c:34]4[cH:35][cH:36][cH:37][cH:38][cH:39]4)=[O:41])[CH2:47][CH2:46]3)=[O:49])[CH2:13][CH2:14][CH:15]2[N:16]([C:17]([c:18]2[cH:19][c:20]([C:28]([F:29])([F:30])[F:31])[cH:21][c:22]([C:24]([F:25])([F:26])[F:27])[cH:23]2)=[O:32])[CH3:33])[cH:6][cH:7][c:8]1[Cl:9]. The reactants are ClC(=O)COCC(=O)OC (Methyl 2-(chloroformylmethoxy)acetate), CC1(OC(CC(O1)=O)=O)C (2,2-dimethyl-1,3-dioxane-4,6-dione), N1=CC=CC=C1 (pyridine). The solvent is ClCCl (dichloromethane). Conditions: temperature 5 celsius, time 30 minute. Product: COC(=O)COCC(CC(=O)OCC)=O (Ethyl 4-(methoxycarbonylmethoxy)acetoacetate). The yield is 12.3%. Reaction SMILES: Cl[C:2]([CH2:4][O:5][CH2:6][C:7]([O:9][CH3:10])=[O:8])=[O:3].[CH3:11][C:12]1(C)[O:17]C(=O)[CH2:15][C:14](=O)[O:13]1.N1C=CC=CC=1>ClCCl>[CH3:10][O:9][C:7]([CH2:6][O:5][CH2:4][C:2](=[O:3])[CH2:11][C:12]([O:13][CH2:14][CH3:15])=[O:17])=[O:8]. Procedure details: Methyl 2-(chloroformylmethoxy)acetate (216.6 g) was added over 45 minutes to a stirred solution of 2,2-dimethyl-1,3-dioxane-4,6-dione (173.9 g) and pyridine (189.6 g) in dichloromethane (1000 ml) keeping the temperature below 5° C. The mixture was stirred at 5° C. for 30 minutes, allowed to warm up to room temperature over one hour, washed with 2.4M hydrochloric acid and water, dried over magnesium sulphate and evaporated. The resulting brown oil was dissolved in ethanol (300 ml) and the solutio...